Dataset: the Open Reaction Database (ORD), a public repository of structured organic reaction records. Task: describe an organic reaction: reactants, conditions, products, and yield The reactants are O (Water), Cl.N1(N=NN=C1)C1=CC=C(OCC=2N=C(SC2)C2CNCCC2)C=C1 (3-[4-(4-Tetrazol-1-yl-phenoxymethyl)-thiazol-2-yl]-piperidine hydrochloride), ClC1=NC=CC=N1 (2-chloropyrimidine), C(=O)(O)[O-].[Na+] (NaHCO3), CN(C)C=O (DMF). Conditions: temperature 90 celsius. Yields the product C(C)C=1C=NC(=NC1)N1CC(CCC1)C=1SC=C(N1)COC1=CC=C(C=C1)N1N=NN=C1 (5-Ethyl-2-{3-[4-(4-tetrazol-1-yl-phenoxymethyl)-thiazol-2-yl]-piperidin-1-yl}-pyrimidine). Reaction SMILES: Cl.[N:2]1([C:7]2[CH:25]=[CH:24][C:10]([O:11][CH2:12][C:13]3[N:14]=[C:15]([CH:18]4[CH2:23][CH2:22][CH2:21][NH:20][CH2:19]4)[S:16][CH:17]=3)=[CH:9][CH:8]=2)[CH:6]=[N:5][N:4]=[N:3]1.ClC1N=[CH:31][CH:30]=[CH:29][N:28]=1.[C:33]([O-])(O)=O.[Na+].O.C[N:40]([CH:42]=O)[CH3:41]>>[CH2:31]([C:30]1[CH:41]=[N:40][C:42]([N:20]2[CH2:21][CH2:22][CH2:23][CH:18]([C:15]3[S:16][CH:17]=[C:13]([CH2:12][O:11][C:10]4[CH:9]=[CH:8][C:7]([N:2]5[CH:6]=[N:5][N:4]=[N:3]5)=[CH:25][CH:24]=4)[N:14]=3)[CH2:19]2)=[N:28][CH:29]=1)[CH3:33] |f:0.1,3.4|. Procedure: A mixture of 3-[4-(4-Tetrazol-1-yl-phenoxymethyl)-thiazol-2-yl]-piperidine hydrochloride (150 mg, 0.407 mmol), 2-chloropyrimidine (0.074 mL, 2.0 eq.) and NaHCO3 (171 mg, 2.03 mmol) in DMF (5 mL) was heated at 90° C. for 4 hours. Water was added and the solution was extracted with ethyl acetate, separated, dried over sodium sulfate, filtered and concentrated. The residue was purified on silica gel (50:50 EtOAc/hexanes) to afford the desired product. 1H NMR (CDCl3): δ 8.91 (1H, s), 8.19 (2H, s), 7...